Task: describe an organic reaction: reactants, conditions, products, and yield. Dataset: the Open Reaction Database (ORD), a public repository of structured organic reaction records Yields the product COc1c(Cl)ccc(-c2nc(C(=O)OC(C)C)c(I)c(N)c2F)c1F. RXN SMILES: [CH3:26][C:27](=[O:28])[O-:29].[CH3:32][C:33](=[O:34])[OH:35].[I:30][Cl:31].[NH2:1][c:2]1[cH:3][c:4]([C:19](=[O:20])[O:21][CH:22]([CH3:23])[CH3:24])[n:5][c:6](-[c:9]2[c:10]([F:18])[c:11]([O:16][CH3:17])[c:12]([Cl:15])[cH:13][cH:14]2)[c:7]1[F:8].[Na+:25].[OH2:36]>>[NH2:1][c:2]1[c:3]([I:30])[c:4]([C:19](=[O:20])[O:21][CH:22]([CH3:23])[CH3:24])[n:5][c:6](-[c:9]2[c:10]([F:18])[c:11]([O:16][CH3:17])[c:12]([Cl:15])[cH:13][cH:14]2)[c:7]1[F:8]. Starting materials: CC(=O)[O-], CC(=O)O, ClI, COc1c(Cl)ccc(-c2nc(C(=O)OC(C)C)cc(N)c2F)c1F, [Na+], O. The reactants are [OH-].[NH4+] (Ammonium hydroxide), N(=[N+]=[N-])CCCS(=O)(=O)Cl (3-azido-1-propanesulfonyl chloride). Solvent: C(C)O (ethanol). Reaction conditions: time 3 hour. Yields the product N(=[N+]=[N-])CCCS(=O)(=O)N (3-azido-1-propanesulfonamide). Yield: 86.0%. Reaction SMILES: [OH-].[NH4+:2].[N:3]([CH2:6][CH2:7][CH2:8][S:9](Cl)(=[O:11])=[O:10])=[N+:4]=[N-:5]>C(O)C>[N:3]([CH2:6][CH2:7][CH2:8][S:9]([NH2:2])(=[O:11])=[O:10])=[N+:4]=[N-:5] |f:0.1|. Reported procedure: Ammonium hydroxide (28%) (10 mL) was added to a solution of 3-azido-1-propanesulfonyl chloride (˜2.29 g, 12.53 mmol; obtained in step 2) in ethanol (10 mL). The reaction mixture was stirred at room temperature for 3 h then concentrated. The residual material was passed through a short silica gel column using hexanes:ethyl acetate as eluent to isolate 3-azido-1-propanesulfonamide (1.5 g, 86%). Reactants: N#Cc1cn(-c2ccc(C(F)(F)F)cc2)c(=O)[nH]c1=O, ClSC(Cl)(Cl)Cl, ClCCl, [Na+], [OH-], O. The product is N#Cc1cn(-c2ccc(C(F)(F)F)cc2)c(=O)n(SC(Cl)(Cl)Cl)c1=O. As a reaction SMILES: [C:3](#[N:4])[c:5]1[c:6](=[O:22])[nH:7][c:8](=[O:21])[n:9](-[c:11]2[cH:12][cH:13][c:14]([C:17]([F:18])([F:19])[F:20])[cH:15][cH:16]2)[cH:10]1.[Cl:23][C:24]([S:25][Cl:26])([Cl:27])[Cl:28].[Cl:30][CH2:31][Cl:32].[Na+:2].[OH-:1].[OH2:29]>>[C:3](#[N:4])[c:5]1[c:6](=[O:22])[n:7]([S:25][C:24]([Cl:23])([Cl:27])[Cl:28])[c:8](=[O:21])[n:9](-[c:11]2[cH:12][cH:13][c:14]([C:17]([F:18])([F:19])[F:20])[cH:15][cH:16]2)[cH:10]1. Reactants: O=C1CCCC(=O)C1, NNc1ccc(Cl)cc1, O. Yields the product O=C1CCCC(=NNc2ccc(Cl)cc2)C1. RXN SMILES: [C:1]1(=[O:8])[CH2:2][C:3](=[O:7])[CH2:4][CH2:5][CH2:6]1.[Cl:9][c:10]1[cH:11][cH:12][c:13]([NH:16][NH2:17])[cH:14][cH:15]1.[OH2:18]>>[C:1]1(=[N:17][NH:16][c:13]2[cH:12][cH:11][c:10]([Cl:9])[cH:15][cH:14]2)[CH2:2][C:3](=[O:7])[CH2:4][CH2:5][CH2:6]1. Reactants: C, CO, Cc1cc(Oc2ccnc(N)c2)ccc1[N+](=O)[O-], [Pd]. Yields the product Cc1cc(Oc2ccnc(N)c2)ccc1N. Reaction SMILES: [C:21].[CH3:19][OH:20].[CH3:1][c:2]1[cH:3][c:4]([O:5][c:6]2[cH:7][c:8]([NH2:12])[n:9][cH:10][cH:11]2)[cH:13][cH:14][c:15]1[N+:16]([O-:17])=[O:18].[Pd:22]>>[CH3:1][c:2]1[cH:3][c:4]([O:5][c:6]2[cH:7][c:8]([NH2:12])[n:9][cH:10][cH:11]2)[cH:13][cH:14][c:15]1[NH2:16]. Reactants: C1CC12CCC1(OCCO1)CC2 (7,10-dioxa-dispiro[2.2.4.2]dodecane), [OH-].[Na+] (NaOH), C(=O)(O)[O-].[Na+] (NaHCO3). The solvent is C1CCOC1 (THF), O (water), C(=O)(C(F)(F)F)O (TFA). The product is C1CC12CCC(CC2)=O (spiro[2.5]octan-6-one). The yield is 138.8%. As a reaction SMILES: [CH2:1]1[C:3]2([CH2:12][CH2:11][C:6]3(OCC[O:7]3)[CH2:5][CH2:4]2)[CH2:2]1.[OH-].[Na+].C([O-])(O)=O.[Na+]>C1COCC1.O.C(O)(C(F)(F)F)=O>[CH2:2]1[C:3]2([CH2:12][CH2:11][C:6](=[O:7])[CH2:5][CH2:4]2)[CH2:1]1 |f:1.2,3.4|. Reported procedure: A solution of 7,10-dioxa-dispiro[2.2.4.2]dodecane (6.25 g, approx. 29 mmol) in THF (25 mL), water (20 mL) and TFA (10 mL) is stirred at it for 2 h. The mixture is neutralized by adding 2 N aq. NaOH and sat. NaHCO3 solution and extracted with diethyl ether. The organic extracts are washed with water, dried over Na2SO4, filtered and the solvent of the filtrate is removed to give spiro[2.5]octan-6-one (5.0 g) as a colourless oil containing remainders of toluene (product volatile). 1H NMR (CDCl3): δ... Reactants: C([O-])([O-])=O.[Na+].[Na+] (sodium carbonate), CS(=O)(=O)O (methanesulphonic acid), CN(C)CC1=CC=C(O1)CO (5-[(dimethylamino)methyl]-2-furanmethanol), NCCCCO (4-aminobutanol). Run in O1CCCC1 (tetrahydrofuran). Reaction conditions: time 1 hour. Product: NCCCCOCC1=C(OC=C1)CN(C)C (4-Aminobutoxy methyl -N,N-dimethyl-2-furanmethanamine). RXN SMILES: CS(O)(=O)=O.[CH3:6][N:7]([CH2:9][C:10]1[O:14][C:13](CO)=[CH:12][CH:11]=1)[CH3:8].[NH2:17][CH2:18][CH2:19][CH2:20][CH2:21][OH:22].[C:23](=O)([O-])[O-].[Na+].[Na+]>O1CCCC1>[NH2:17][CH2:18][CH2:19][CH2:20][CH2:21][O:22][CH2:23][C:11]1[CH:12]=[CH:13][O:14][C:10]=1[CH2:9][N:7]([CH3:6])[CH3:8] |f:3.4.5|. Reported procedure: A solution of methanesulphonic acid (86 g), 5-[(dimethylamino)methyl]-2-furanmethanol (15.52 g), and 4-aminobutanol (17.82 g) in tetrahydrofuran (100 ml) was heated at 98°-100° for 1.5 h. After 1 h. at room temperature, excess anhydrous sodium carbonate was added and the suspension filtered after 18 h. The filtrate was evaporated, water (230 ml) added and the suspension extracted with ether (3×80 ml). The ethereal extracts were washed with water (2×50 ml), the aqueous fraction acidified with oxa...